From a dataset of the Open Reaction Database (ORD), a public repository of structured organic reaction records. describe an organic reaction: reactants, conditions, products, and yield Reactants: CC(=O)Nc1ccc(NC(=O)OCC(Cl)(Cl)Cl)cn1, CS(C)=O, CCN(C(C)C)C(C)C, Fc1ccc(-c2csc(N3CCNCC3)n2)cc1, O. Yields the product CC(=O)Nc1ccc(NC(=O)N2CCN(c3nc(-c4ccc(F)cc4)cs3)CC2)cn1. As a reaction SMILES: [C:1]([CH3:2])(=[O:3])[NH:4][c:5]1[cH:6][cH:7][c:8]([NH:11][C:12]([O:13][CH2:14][C:15]([Cl:16])([Cl:17])[Cl:18])=[O:19])[cH:9][n:10]1.[CH3:48][S:49]([CH3:50])=[O:51].[CH:38]([N:39]([CH:40]([CH3:41])[CH3:42])[CH2:43][CH3:44])([CH3:45])[CH3:46].[F:20][c:21]1[cH:22][cH:23][c:24](-[c:27]2[n:28][c:29]([N:32]3[CH2:33][CH2:34][NH:35][CH2:36][CH2:37]3)[s:30][cH:31]2)[cH:25][cH:26]1.[OH2:47]>>[C:1]([CH3:2])(=[O:3])[NH:4][c:5]1[cH:6][cH:7][c:8]([NH:11][C:12](=[O:19])[N:35]2[CH2:34][CH2:33][N:32]([c:29]3[n:28][c:27](-[c:24]4[cH:23][cH:22][c:21]([F:20])[cH:26][cH:25]4)[cH:31][s:30]3)[CH2:37][CH2:36]2)[cH:9][n:10]1. Reactants: C1CCOC1, CCN(C(C)C)C(C)C, CCOC(=O)Cl, Cc1cc(OC2CCNCC2)ccc1NC(=O)c1[nH]cnc1C(=O)Nc1nc2ccccc2[nH]1. As a reaction SMILES: [CH2:50]1[O:51][CH2:52][CH2:53][CH2:54]1.[CH:41]([N:42]([CH:43]([CH3:44])[CH3:45])[CH2:46][CH3:47])([CH3:48])[CH3:49].[Cl:1][C:2](=[O:3])[O:4][CH2:5][CH3:6].[nH:7]1[c:8]([NH:16][C:17](=[O:18])[c:19]2[n:20][cH:21][nH:22][c:23]2[C:24](=[O:25])[NH:26][c:27]2[c:28]([CH3:40])[cH:29][c:30]([O:33][CH:34]3[CH2:35][CH2:36][NH:37][CH2:38][CH2:39]3)[cH:31][cH:32]2)[n:9][c:10]2[c:11]1[cH:12][cH:13][cH:14][cH:15]2>>[C:2](=[O:3])([O:4][CH2:5][CH3:6])[N:37]1[CH2:36][CH2:35][CH:34]([O:33][c:30]2[cH:29][c:28]([CH3:40])[c:27]([NH:26][C:24]([c:23]3[c:19]([C:17]([NH:16][c:8]4[nH:7][c:11]5[c:10]([n:9]4)[cH:15][cH:14][cH:13][cH:12]5)=[O:18])[n:20][cH:21][nH:22]3)=[O:25])[cH:32][cH:31]2)[CH2:39][CH2:38]1. Yields the product CCOC(=O)N1CCC(Oc2ccc(NC(=O)c3[nH]cnc3C(=O)Nc3nc4ccccc4[nH]3)c(C)c2)CC1.